Dataset: the Open Reaction Database (ORD), a public repository of structured organic reaction records. Task: describe an organic reaction: reactants, conditions, products, and yield Starting materials: C(C)(C)(C)OC(=O)N1C(OC[C@@H]1CCC1=CC=C(C=C1)NC(C1=CC=C(C=C1)Cl)=O)(C)C ((S)-4-{2-[4-(4-chloro-benzoylamino)-phenyl]-ethyl}-2,2-dimethyl-oxazolidine-3-carboxylic acid tert-butyl ester), O (water), FC(C(=O)O)(F)F (trifluoroacetic acid), [OH-].[Na+] (NaOH). Solvent: C(C)#N (acetonitrile). Reaction conditions: temperature 80 celsius. The product is N[C@@H](CCC1=CC=C(C=C1)NC(C1=CC=C(C=C1)Cl)=O)CO (N-[4-((S)-3-amino-4-hydroxy-butyl)-phenyl]-4-chloro-benzamide). Yield: 83.8%. As a reaction SMILES: C(OC([N:8]1[C@@H:12]([CH2:13][CH2:14][C:15]2[CH:20]=[CH:19][C:18]([NH:21][C:22](=[O:30])[C:23]3[CH:28]=[CH:27][C:26]([Cl:29])=[CH:25][CH:24]=3)=[CH:17][CH:16]=2)[CH2:11][O:10]C1(C)C)=O)(C)(C)C.O.FC(F)(F)C(O)=O.[OH-].[Na+]>C(#N)C>[NH2:8][C@H:12]([CH2:11][OH:10])[CH2:13][CH2:14][C:15]1[CH:16]=[CH:17][C:18]([NH:21][C:22](=[O:30])[C:23]2[CH:28]=[CH:27][C:26]([Cl:29])=[CH:25][CH:24]=2)=[CH:19][CH:20]=1 |f:3.4|. Procedure details: To a solution of (S)-4-{2-[4-(4-chloro-benzoylamino)-phenyl]-ethyl}-2,2-dimethyl-oxazolidine-3-carboxylic acid tert-butyl ester (438 mg) in acetonitrile (5 ml) were added water (4 ml) and trifluoroacetic acid (0.29 ml). The mixture was heated at 80° C. for 4.5 h. The mixture was then cooled to room temperature and poured into 1 M aq. NaOH and extracted twice with EtOAc/THF. The combined organic layers were washed with brine, dried over Na2SO4, filtered and concentrated in vacuo to afford N-[4-((...